This data is from the Open Reaction Database (ORD), a public repository of structured organic reaction records. The task is: describe an organic reaction: reactants, conditions, products, and yield Starting materials: O=C(Cl)Cl, CC(=O)CNc1c(I)cc(I)c(NCC(C)=O)c1I, Nc1ccc(CC(=O)O)cc1. Yields the product CC(=O)CNc1c(I)c(NCC(C)=O)c(I)c(C(=O)Nc2ccc(CC(=O)O)cc2)c1I. As a reaction SMILES: [C:1](=[O:2])([Cl:3])[Cl:4].[C:5]([CH3:6])(=[O:7])[CH2:8][NH:9][c:10]1[c:11]([I:23])[cH:12][c:13]([I:22])[c:14]([NH:17][CH2:18][C:19]([CH3:20])=[O:21])[c:15]1[I:16].[NH2:24][c:25]1[cH:26][cH:27][c:28]([CH2:31][C:32](=[O:33])[OH:34])[cH:29][cH:30]1>>[C:1](=[O:2])([c:12]1[c:11]([I:23])[c:10]([NH:9][CH2:8][C:5]([CH3:6])=[O:7])[c:15]([I:16])[c:14]([NH:17][CH2:18][C:19]([CH3:20])=[O:21])[c:13]1[I:22])[NH:24][c:25]1[cH:26][cH:27][c:28]([CH2:31][C:32](=[O:33])[OH:34])[cH:29][cH:30]1. Starting materials: O=C(Cl)c1ccc(F)cc1, OC1CCC(C2CCC(CCC3OCCO3)CC2)CC1, c1ccncc1. Product: O=C(OC1CCC(C2CCC(CCC3OCCO3)CC2)CC1)c1ccc(F)cc1. As a reaction SMILES: [F:1][c:2]1[cH:3][cH:4][c:5]([C:6](=[O:7])[Cl:8])[cH:9][cH:10]1.[O:11]1[CH:12]([CH2:16][CH2:17][CH:18]2[CH2:19][CH2:20][CH:21]([CH:24]3[CH2:25][CH2:26][CH:27]([OH:30])[CH2:28][CH2:29]3)[CH2:22][CH2:23]2)[O:13][CH2:14][CH2:15]1.[cH:31]1[cH:32][cH:33][n:34][cH:35][cH:36]1>>[F:1][c:2]1[cH:3][cH:4][c:5]([C:6](=[O:7])[O:30][CH:27]2[CH2:26][CH2:25][CH:24]([CH:21]3[CH2:20][CH2:19][CH:18]([CH2:17][CH2:16][CH:12]4[O:11][CH2:15][CH2:14][O:13]4)[CH2:23][CH2:22]3)[CH2:29][CH2:28]2)[cH:9][cH:10]1. Starting materials: C1(CCCC1)C1=NOC2=C1N=C(NC2=O)CC2=CC=C(C=C2)OC (3-cyclopentyl-5-(4-methoxybenzyl)-isoxazolo[4,5-d]-pyrimidin-7(6H)-one), ClS(=O)(=O)O (chlorosulfonic acid). Run at time 16 hour. Yields the product [Cl-].C1(CCCC1)C1=NOC2=C1N=C(NC2=O)CC=2C=CC(=CC2)OC (5-[(3-Cyclopentyl-7-oxo-6,7-dihydroisoxazolo[4,5-d]pyrimidin-5-yl)methyl]-2-methoxybenzen chloride). RXN SMILES: [CH:1]1([C:6]2[C:10]3[N:11]=[C:12]([CH2:16][C:17]4[CH:22]=[CH:21][C:20]([O:23][CH3:24])=[CH:19][CH:18]=4)[NH:13][C:14](=[O:15])[C:9]=3[O:8][N:7]=2)[CH2:5][CH2:4][CH2:3][CH2:2]1.[Cl:25]S(O)(=O)=O>>[Cl-:25].[CH:1]1([C:6]2[C:10]3[N:11]=[C:12]([CH2:16][C:17]4[CH:22]=[CH:21][C:20]([O:23][CH3:24])=[CH:19][CH:18]=4)[NH:13][C:14](=[O:15])[C:9]=3[O:8][N:7]=2)[CH2:2][CH2:3][CH2:4][CH2:5]1 |f:2.3|. Reported procedure: 1.23 g (3.78 mmol) of 3-cyclopentyl-5-(4-methoxybenzyl)-isoxazolo[4,5-d]-pyrimidin-7(6H)-one (example XI) are introduced in portions into 2.51 ml of chlorosulfonic acid at 0° C. The reaction mixture is stirred at room temperature for 16 hours. It is poured onto ice water and the precipitate is filtered off with suction and dried in vacuo.